The task is: describe an organic reaction: reactants, conditions, products, and yield. This data is from the Open Reaction Database (ORD), a public repository of structured organic reaction records. Starting materials: aqueous solution, hydrogenated triphenyl, C1(=CC=C(C=C1)S(=O)(=O)[O-])C1=CC=C(C=C1)S(=O)(=O)[O-].[K+].[K+] (dipotassium 4,4'-biphenyldisulfonate), [OH-].[K+] (potassium hydroxide), hydrogenated triphenyl, [OH-].[K+] (potassium hydroxide), C1(=CC=C(C=C1)S(=O)(=O)[O-])C1=CC=C(C=C1)S(=O)(=O)[O-].[K+].[K+] (dipotassium 4,4'-biphenyldisulfonate). Solvent: O (water), O (water). The product is C1=CC=C(C=C1)C1=CC=CC=C1 (4,4'-biphenyl). Isolated yield 95.7%. RXN SMILES: [OH-].[K+].[C:3]1([C:13]2[CH:18]=[CH:17][C:16](S([O-])(=O)=O)=[CH:15][CH:14]=2)[CH:8]=[CH:7][C:6](S([O-])(=O)=O)=[CH:5][CH:4]=1.[K+].[K+]>O>[CH:16]1[CH:17]=[CH:18][C:13]([C:3]2[CH:8]=[CH:7][CH:6]=[CH:5][CH:4]=2)=[CH:14][CH:15]=1 |f:0.1,2.3.4|. Procedure: A 50% aqueous solution of potassium hydroxide and dipotassium 4,4'-biphenyldisulfonate were sent to a mixing tank 1 at a rate of 896 kg/hr and 390 kg/hr, respectively, and mixed with stirring. A hydrogenated triphenyl mixture was added to the resulting mixture in a dispersing tank 2 at a rate of 2900 kg/hr to disperse them. The dispersed mixture was dehydrated in a dehydrating tank 3, and then sent to a reservoir. From the reservoir 4, the dehydrated mixture of dipotassium 4,4'-biphenyldisulfona...